From a dataset of the Open Reaction Database (ORD), a public repository of structured organic reaction records. describe an organic reaction: reactants, conditions, products, and yield The reactants are ClC=1C=C(CO)C=C(C1C(C1=CC=C(C=C1)Cl)=O)Cl (3,5-dichloro-4-(4-chlorobenzoyl)benzyl alcohol), C1(=CC=CC=C1)P(=O)(C1=CC=CC=C1)N=[N+]=[N-] (diphenylphosphoryl azide), alcohol. Solvent: C1(=CC=CC=C1)C (toluene). The product is ClC=1C=C(CN=[N+]=[N-])C=C(C1C(C1=CC=C(C=C1)Cl)=O)Cl (3,5-dichloro-4-(4′-chlorobenzoyl)benzyl azide). Reaction SMILES: [Cl:1][C:2]1[CH:3]=[C:4]([CH:7]=[C:8]([Cl:19])[C:9]=1[C:10](=[O:18])[C:11]1[CH:16]=[CH:15][C:14]([Cl:17])=[CH:13][CH:12]=1)[CH2:5]O.C1(P([N:34]=[N+:35]=[N-:36])(C2C=CC=CC=2)=O)C=CC=CC=1>C1(C)C=CC=CC=1>[Cl:1][C:2]1[CH:3]=[C:4]([CH:7]=[C:8]([Cl:19])[C:9]=1[C:10](=[O:18])[C:11]1[CH:16]=[CH:15][C:14]([Cl:17])=[CH:13][CH:12]=1)[CH2:5][N:34]=[N+:35]=[N-:36]. Reported procedure: 3,5-dichloro-4-(4-chlorobenzoyl)benzyl alcohol (858.B) (1 mole) is reacted with diphenylphosphoryl azide (diphenylphosphonic azide) (DPPA) (1.2 mole, and 1,8-Diazabicyclo[5.4.0]undec-7-ene, (Synonym: DBU) (1.2 mole)) in toluene at cold temperature, followed by aqueous work-up and alcohol titration, to give 3,5-dichloro-4-(4′-chlorobenzoyl)benzyl azide (858.D). DPPA is an organic compound that is used in the synthesis of other organic compounds. Aust. J. Chem 26:1591-1593 (1973). The stability of... Starting materials: Cl.CN(C)CCCN=C=NCC (N-[dimethylaminopropyl]-N'-ethylcarbodiimide hydrochloride), CN1CCOCC1 (N-methylmorpholine), Cl.C(C)(C)(C)ON (O-t-butylhydroxyl amine hydrochloride), COC1=CC=C(C=C1)S(=O)(=O)N(C1(CCN(CC1)CC1=CC=CC=C1)C(=O)O)CC1=CC=CC=C1 (4-[[4-methoxybenzenesulfonyl](benzyl)amino]-1-[benzyl]-4-[carboxy]-piperidine). Run in C(Cl)Cl (methylene chloride), O (water). Conditions: time 8 hour. Product: C(C)(C)(C)ONC(=O)C1(CCN(CC1)CC1=CC=CC=C1)N(CC1=CC=CC=C1)S(=O)(=O)C1=CC=C(C=C1)OC (4-[N-t-butyloxy-carbamoyl]-4-[[4-methoxybenzenesulfonyl](benzyl)amino]-1-[benzyl]-piperidine). As a reaction SMILES: [CH3:1][O:2][C:3]1[CH:8]=[CH:7][C:6]([S:9]([N:12]([CH2:29][C:30]2[CH:35]=[CH:34][CH:33]=[CH:32][CH:31]=2)[C:13]2([C:26](O)=[O:27])[CH2:18][CH2:17][N:16]([CH2:19][C:20]3[CH:25]=[CH:24][CH:23]=[CH:22][CH:21]=3)[CH2:15][CH2:14]2)(=[O:11])=[O:10])=[CH:5][CH:4]=1.CN1CCOCC1.Cl.[C:44]([O:48][NH2:49])([CH3:47])([CH3:46])[CH3:45].Cl.CN(CCCN=C=NCC)C>C(Cl)Cl.O>[C:44]([O:48][NH:49][C:26]([C:13]1([N:12]([S:9]([C:6]2[CH:7]=[CH:8][C:3]([O:2][CH3:1])=[CH:4][CH:5]=2)(=[O:11])=[O:10])[CH2:29][C:30]2[CH:35]=[CH:34][CH:33]=[CH:32][CH:31]=2)[CH2:18][CH2:17][N:16]([CH2:19][C:20]2[CH:21]=[CH:22][CH:23]=[CH:24][CH:25]=2)[CH2:15][CH2:14]1)=[O:27])([CH3:47])([CH3:46])[CH3:45] |f:2.3,4.5|. Reported procedure: To a mixture of 4-[[4-methoxybenzenesulfonyl](benzyl)amino]-1-[benzyl]-4-[carboxy]-piperidine (850.0 mg, 1.64 mmol) in methylene chloride (100 mL) containing N-methylmorpholine (0.6 ml, 5.48 mmol) and O-t-butylhydroxyl amine hydrochloride (620.0 mg, 4.94 mmol) is added N-[dimethylaminopropyl]-N'-ethylcarbodiimide hydrochloride (1.1 g, 5.74 mmol). The reaction mixture is stirred overnight at room temperature. The mixture is diluted with water and extracted with methylene chloride. The combined or...